From a dataset of the Open Reaction Database (ORD), a public repository of structured organic reaction records. describe an organic reaction: reactants, conditions, products, and yield Starting materials: CC(=O)[O-], OB(O)c1cc(Cl)cnc1F, COCCNc1nc(C)nc(Cl)n1, [K+], C1COCCO1. The product is COCCNc1nc(C)nc(-c2cc(Cl)cnc2F)n1. RXN SMILES: [CH3:26][C:27](=[O:28])[O-:29].[Cl:14][c:15]1[cH:16][c:17]([B:22]([OH:23])[OH:24])[c:18]([F:21])[n:19][cH:20]1.[Cl:1][c:2]1[n:3][c:4]([NH:9][CH2:10][CH2:11][O:12][CH3:13])[n:5][c:6]([CH3:8])[n:7]1.[K+:25].[O:30]1[CH2:31][CH2:32][O:33][CH2:34][CH2:35]1>>[c:2]1(-[c:17]2[cH:16][c:15]([Cl:14])[cH:20][n:19][c:18]2[F:21])[n:3][c:4]([NH:9][CH2:10][CH2:11][O:12][CH3:13])[n:5][c:6]([CH3:8])[n:7]1. Reactants: IC1=NC=CC=C1 (2-iodopyridine), C(CC#C)C1=NC2=C(N1C)C=CC(=C2)F (2-(but-3-ynyl)-5-fluoro-1-methyl-1H-benzo[d]imidazole). The product is FC1=CC2=C(N(C(=N2)CCC#CC2=NC=CC=C2)C)C=C1 (5-fluoro-1-methyl-2-(4-(pyridin-2-yl)but-3-ynyl)-1H-benzo[d]imidazole). Isolated yield 27.8%. Reaction SMILES: I[C:2]1[CH:7]=[CH:6][CH:5]=[CH:4][N:3]=1.[CH2:8]([C:12]1[N:16]([CH3:17])[C:15]2[CH:18]=[CH:19][C:20]([F:22])=[CH:21][C:14]=2[N:13]=1)[CH2:9][C:10]#[CH:11]>>[F:22][C:20]1[CH:19]=[CH:18][C:15]2[N:16]([CH3:17])[C:12]([CH2:8][CH2:9][C:10]#[C:11][C:2]3[CH:7]=[CH:6][CH:5]=[CH:4][N:3]=3)=[N:13][C:14]=2[CH:21]=1. Procedure details: The title compound was prepared in accordance with the general method of Example 192(A), from 2-iodopyridine (74 mg, 0.36 mmol) and 2-(but-3-ynyl)-5-fluoro-1-methyl-1H-benzo[d]imidazole (73 mg, 0.36 mmol). The crude residue was purified over silicagel chromatography (prepacked 2 g silicagel column, DCM/MeOH: from 100/0 to 98/2 as eluent) to afford 28 mg of 5-fluoro-1-methyl-2-(4-(pyridin-2-yl)but-3-ynyl)-1H-benzo[d]imidazole as a orange oily solid (Yield: 27%). Starting materials: C1(=CC=CC=C1)NC(=O)C1(OC2=C(CC1)C(=C(C(=C2C)C)OC(C)=O)C)C (N-Phenyl-6-acetoxy-3,4-dihydro-2,5,7,8-tetramethyl-2H-1-benzopyran-2-carboxamide), C1(=CC=CC=C1)NC(=S)C1(OC2=C(CC1)C=C(C(=C2)C(C)(C)C)OC(C)=O)C (N-phenyl-6-acetoxy-3,4-dihydro-2-methyl-7-tert-butyl-2H-1-benzopyran-2-thiocarboxamide). Yields the product C1(=CC=CC=C1)NC(=S)C1(OC2=C(CC1)C=C(C(=C2)C(C)(C)C)O)C (N-phenyl-6-hydroxy-3,4-dihydro-2-methyl-7-tert-butyl-2H-1-benzopyran-2-thiocarboxamide). As a reaction SMILES: C1(NC(C2(C)CCC3C(C)=C(OC(=O)C)C(C)=C(C)C=3O2)=O)C=CC=CC=1.[C:28]1([NH:34][C:35]([C:37]2([CH3:55])[CH2:42][CH2:41][C:40]3[CH:43]=[C:44]([O:51]C(=O)C)[C:45]([C:47]([CH3:50])([CH3:49])[CH3:48])=[CH:46][C:39]=3[O:38]2)=[S:36])[CH:33]=[CH:32][CH:31]=[CH:30][CH:29]=1>>[C:28]1([NH:34][C:35]([C:37]2([CH3:55])[CH2:42][CH2:41][C:40]3[CH:43]=[C:44]([OH:51])[C:45]([C:47]([CH3:49])([CH3:48])[CH3:50])=[CH:46][C:39]=3[O:38]2)=[S:36])[CH:33]=[CH:32][CH:31]=[CH:30][CH:29]=1. Procedure details: By carrying out the reaction as in Example 2 (2nd process), but replacing the compound of Example 1 with the compound of Example 73, the title product is obtained. Reactants: C(C1=CC=CC=C1)OC=1C=C(C=CC1)[Li] (3-(benzyloxy) phenyl lithium), COC=1C=CC=2C=3C(=C4C(=CC3CC2C1)C=C(C=C4)OC)C4=CC(=CC=C4)OCC4=CC=CC=C4 (2,8-dimethoxy-5-(3-benzyloxyphenyl)-11H-benzo[b]fluorene), 61b, 62a. The product is OC=1C=CC=2C=3C(=C4C(=CC3CC2C1)C=C(C=C4)O)C4=CC(=CC=C4)O (2,8-dihydroxy-5-(3-hydroxyphenyl)-11H-benzo[b]fluorene). Yield: 14.0%. RXN SMILES: C[O:2][C:3]1[CH:4]=[CH:5][C:6]2[C:7]3[C:8]([C:22]4[CH:27]=[CH:26][CH:25]=[C:24]([O:28]CC5C=CC=CC=5)[CH:23]=4)=[C:9]4[CH:19]=[CH:18][C:17]([O:20]C)=[CH:16][C:10]4=[CH:11][C:12]=3[CH2:13][C:14]=2[CH:15]=1.C(OC1C=C([Li])C=CC=1)C1C=CC=CC=1>>[OH:2][C:3]1[CH:4]=[CH:5][C:6]2[C:7]3[C:8]([C:22]4[CH:27]=[CH:26][CH:25]=[C:24]([OH:28])[CH:23]=4)=[C:9]4[CH:19]=[CH:18][C:17]([OH:20])=[CH:16][C:10]4=[CH:11][C:12]=3[CH2:13][C:14]=2[CH:15]=1. Reported procedure: Compound 62b was prepared from 2,8-dimethoxy-5-(3-benzyloxyphenyl)-11H-benzo[b]fluorene, 61b, in 14% yield, in the same fashion as described for the preparation of 62a, but using 3-(benzyloxy) phenyl lithium instead of 4-(benzyloxy) phenyl lithium (Rf<0.26 CH2Cl2/methanol (9:1)); ESI-MS: M+H=341.2, M−H=339.0. Starting materials: C(C)(=O)OC=1C(=CC2=C(CCO2)C1)C=CC=1SC=CC1 (1-(5-acetoxy-2,3-dihydrobenzofuran-6-yl)-2-(2-thienyl)ethene), Cl (HCl). The reagents and catalysts are [Pd] (Pd/C). Run in C(C)O (ethanol). Conditions: time 0.5 hour. Yields the product OC=1C(=CC2=C(CCO2)C1)CCC=1SC=CC1 (5-hydroxy-6-(2-(2-thienyl)ethyl)-2,3-dihydrobenzofuran). Yield: 14.1%. RXN SMILES: C([O:4][C:5]1[C:6]([CH:14]=[CH:15][C:16]2[S:17][CH:18]=[CH:19][CH:20]=2)=[CH:7][C:8]2[O:12][CH2:11][CH2:10][C:9]=2[CH:13]=1)(=O)C.Cl>C(O)C.[Pd]>[OH:4][C:5]1[C:6]([CH2:14][CH2:15][C:16]2[S:17][CH:18]=[CH:19][CH:20]=2)=[CH:7][C:8]2[O:12][CH2:11][CH2:10][C:9]=2[CH:13]=1. Procedure details: A mixture of 1-(5-acetoxy-2,3-dihydrobenzofuran-6-yl)-2-(2-thienyl)ethene (0.55 g, 0.0019 mol), in ethanol (20 ml) and 12N HCl (0.5 ml) was hydrogenated at 40 psi using 10% Pd/C (0.55 g) as catalyst. After filtration and concentration the crude 5-acetoxy-6-(2-(2-thienyl)ethyl)-2,3-dihydrobenzofuran was dissolved in methylene chloride (20 ml) and washed with saturated sodium bicarbonate (2×10 ml) saturated sodium chloride (10 ml) and concentrated. The resulting yellow oil was dissolved in ethanol... Starting materials: CCOC1CNCCC1NC(=O)c1nc(Cl)c(CC)[nH]1, Cl, CN(C)C=O, O=C(O)c1cscn1. Product: CCOC1CN(C(=O)c2cscn2)CCC1NC(=O)c1nc(Cl)c(CC)[nH]1. As a reaction SMILES: [Cl:2][c:3]1[n:4][c:5]([C:10](=[O:11])[NH:12][CH:13]2[CH:14]([O:19][CH2:20][CH3:21])[CH2:15][NH:16][CH2:17][CH2:18]2)[nH:6][c:7]1[CH2:8][CH3:9].[ClH:1].[O:30]=[CH:31][N:32]([CH3:33])[CH3:34].[s:22]1[cH:23][n:24][c:25]([C:27](=[O:28])[OH:29])[cH:26]1>>[Cl:2][c:3]1[n:4][c:5]([C:10](=[O:11])[NH:12][CH:13]2[CH:14]([O:19][CH2:20][CH3:21])[CH2:15][N:16]([C:27]([c:25]3[n:24][cH:23][s:22][cH:26]3)=[O:28])[CH2:17][CH2:18]2)[nH:6][c:7]1[CH2:8][CH3:9]. Starting materials: [BH4-].[Na+] (sodium borohydride), CCCCCC (n-hexane), CN(CCN1CC(C(CC1)(C1=CC=CC=C1)O)C(C1=CC=CC=C1)=O)C (1-(2-dimethylaminoethyl)-3-benzoyl-4-hydroxy-4-phenylpiperidine), O (water). Run in C(C)O (ethanol), CCOCC (ether). Run at temperature 50 celsius. The product is CN(CCN1CC(C(CC1)(C1=CC=CC=C1)O)C(C1=CC=CC=C1)O)C (1-(2-dimethylaminoethyl)-3-(α-hydroxybenzyl)-4-hydroxy-4-phenylpiperidine). RXN SMILES: [CH3:1][N:2]([CH3:26])[CH2:3][CH2:4][N:5]1[CH2:10][CH2:9][C:8]([OH:17])([C:11]2[CH:16]=[CH:15][CH:14]=[CH:13][CH:12]=2)[CH:7]([C:18](=[O:25])[C:19]2[CH:24]=[CH:23][CH:22]=[CH:21][CH:20]=2)[CH2:6]1.[BH4-].[Na+].O.CCCCCC>C(O)C.CCOCC>[CH3:1][N:2]([CH3:26])[CH2:3][CH2:4][N:5]1[CH2:10][CH2:9][C:8]([OH:17])([C:11]2[CH:16]=[CH:15][CH:14]=[CH:13][CH:12]=2)[CH:7]([CH:18]([OH:25])[C:19]2[CH:24]=[CH:23][CH:22]=[CH:21][CH:20]=2)[CH2:6]1 |f:1.2|. Reported procedure: 10.0 Parts of 1-(2-dimethylaminoethyl)-3-benzoyl-4-hydroxy-4-phenylpiperidine is dissolved in 70 parts of ethanol. To this solution is slowly added 10.0 parts of sodium borohydride and the mixture heated to about 50°C. for 1/2 hour. After cooling to room temperature, the reaction mixture is poured into water. The resulting mixture is extracted three times with ethyl ether and the extracts are combined, dried over magnesium sulfate, and stripped of solvent under reduced pressure to give an oil. T... The reactants are ClC1=NC=NC2=CC(=CC=C12)C(=O)OC (methyl 4-chloroquinazoline-7-carboxylate), N1CCSCC1 (thiomorpholine). Solvent: CO (MeOH). The product is S1CCN(CC1)C1=NC=NC2=CC(=CC=C12)C(=O)OC (Methyl 4-thiomorpholinoquinazoline-7-carboxylate). Yield: 10.3%. RXN SMILES: Cl[C:2]1[C:11]2[C:6](=[CH:7][C:8]([C:12]([O:14][CH3:15])=[O:13])=[CH:9][CH:10]=2)[N:5]=[CH:4][N:3]=1.[NH:16]1[CH2:21][CH2:20][S:19][CH2:18][CH2:17]1>CO>[S:19]1[CH2:20][CH2:21][N:16]([C:2]2[C:11]3[C:6](=[CH:7][C:8]([C:12]([O:14][CH3:15])=[O:13])=[CH:9][CH:10]=3)[N:5]=[CH:4][N:3]=2)[CH2:17][CH2:18]1. Procedure details: A solution of methyl 4-chloroquinazoline-7-carboxylate 66a (1.01 mmol, 225 mg) and thiomorpholine 66b (2.02 mmol, 208 mg) in MeOH (1.6 mL) was refluxed overnight. Compound 66c (30 mg) was isolated after purification.